This data is from the Open Reaction Database (ORD), a public repository of structured organic reaction records. The task is: describe an organic reaction: reactants, conditions, products, and yield The reactants are C(C)[C@@H](C1=CC=CC=C1)NC(=O)C1=C(C(=NC2=CC=CC=C12)C1=CC=CC=C1)OCCN ((S)-N-(α-ethylbenzyl)-3-(2-aminoethoxy)-2-phenylquinoline-4-carboxamide), TEA, C(C1=CC=CC=C1)(=O)Cl (benzoyl chloride). Run in C(Cl)Cl (CH2Cl2), C(Cl)Cl (CH2Cl2). Reaction conditions: temperature 0 celsius, time 30 minute. Product: C(C)[C@@H](C1=CC=CC=C1)NC(=O)C1=C(C(=NC2=CC=CC=C12)C1=CC=CC=C1)OCCNC(C1=CC=CC=C1)=O ((S)-N-(α-ethylbenzyl)-3-(2-benzoylaminoethoxy)-2-phenylquinoline-4-carboxamide). Yield: 68.7%. As a reaction SMILES: [CH2:1]([C@H:3]([NH:10][C:11]([C:13]1[C:22]2[C:17](=[CH:18][CH:19]=[CH:20][CH:21]=2)[N:16]=[C:15]([C:23]2[CH:28]=[CH:27][CH:26]=[CH:25][CH:24]=2)[C:14]=1[O:29][CH2:30][CH2:31][NH2:32])=[O:12])[C:4]1[CH:9]=[CH:8][CH:7]=[CH:6][CH:5]=1)[CH3:2].[C:33](Cl)(=[O:40])[C:34]1[CH:39]=[CH:38][CH:37]=[CH:36][CH:35]=1>C(Cl)Cl>[CH2:1]([C@H:3]([NH:10][C:11]([C:13]1[C:22]2[C:17](=[CH:18][CH:19]=[CH:20][CH:21]=2)[N:16]=[C:15]([C:23]2[CH:24]=[CH:25][CH:26]=[CH:27][CH:28]=2)[C:14]=1[O:29][CH2:30][CH2:31][NH:32][C:33](=[O:40])[C:34]1[CH:39]=[CH:38][CH:37]=[CH:36][CH:35]=1)=[O:12])[C:4]1[CH:9]=[CH:8][CH:7]=[CH:6][CH:5]=1)[CH3:2]. Procedure details: 0.95 g (2.2 mmol) of (S)-N-(α-ethylbenzyl)-3-(2-aminoethoxy)-2-phenylquinoline-4-carboxamide (compound of Description 4) were dissolved, under nitrogen atmosphere and magnetical stirring, in 12 ml of dry CH2Cl2; 0.37 ml (2.6 mmol) of TEA were added, the solution cooled to 0° C. and 0.3 ml (2.6 mmol) of benzoyl chloride, dissolved in in 3 ml dry CH2Cl2 were added dropwise. The reaction was left 30 minutes at 0° C., then allowed to reach room temperature and left overnight. The mixture was evapora... Reactants: COC(=O)C=1SC(=CC1N(C(=O)[C@@H]1CC[C@H](CC1)C)[C@@H]1C[C@H](C1)OCC1=CC=CC=C1)C#CC(C)(C)C (3-[(trans-3-benzyloxy-cyclobutyl)-(trans-4-methyl-cyclohexanecarbonyl)-amino]-5-(3,3-dimethyl-but-1-ynyl)-thiophene-2-carboxylic acid methyl ester), FC(C(=O)O)(F)F (trifluoroacetic acid), ClC1=NC=CC=N1 (2-chloro-pyrimidine), C(C)#N (acetonitrile). Solvent: O (water). Product: CC(C#CC1=CC(=C(S1)C(=O)O)N([C@@H]1C[C@H](C1)OC1=NC=CC=N1)C(=O)[C@@H]1CC[C@H](CC1)C)(C)C (5-(3,3-Dimethyl-but-1-ynyl)-3-{(trans-4-methyl-cyclohexanecarbonyl)-[trans-3-(pyrimidin-2-yloxy)-cyclobutyl]-amino}-thiophene-2-carboxylic acid). As a reaction SMILES: C[O:2][C:3]([C:5]1[S:6][C:7]([C:32]#[C:33][C:34]([CH3:37])([CH3:36])[CH3:35])=[CH:8][C:9]=1[N:10]([C@H:20]1[CH2:23][C@H:22]([O:24][CH2:25]C2C=CC=CC=2)[CH2:21]1)[C:11]([C@H:13]1[CH2:18][CH2:17][C@H:16]([CH3:19])[CH2:15][CH2:14]1)=[O:12])=[O:4].ClC1[N:44]=[CH:43][CH:42]=[CH:41][N:40]=1.C(#N)C.FC(F)(F)C(O)=O>O>[CH3:36][C:34]([CH3:35])([CH3:37])[C:33]#[C:32][C:7]1[S:6][C:5]([C:3]([OH:2])=[O:4])=[C:9]([N:10]([C:11]([C@H:13]2[CH2:14][CH2:15][C@H:16]([CH3:19])[CH2:17][CH2:18]2)=[O:12])[C@H:20]2[CH2:21][C@H:22]([O:24][C:25]3[N:44]=[CH:43][CH:42]=[CH:41][N:40]=3)[CH2:23]2)[CH:8]=1. Procedure details: The title compound was synthesized in a manner analogous to Example 20, using 3-[(trans-3-benzyloxy-cyclobutyl)-(trans-4-methyl-cyclohexanecarbonyl)-amino]-5-(3,3-dimethyl-but-1-ynyl)-thiophene-2-carboxylic acid methyl ester in place of 3-[(cis-3-benzyloxy-cyclobutyl)-(trans-4-methyl-cyclohexanecarbonyl)-amino]-5-(3,3-dimethyl-but-1-ynyl)-thiophene-2-carboxylic acid methyl ester and 2-chloro-pyrimidine in place of 3-fluoro-pyridine: MS (m/z): 493.8 [M−H]−; HPLC retention time: 3.53 min (2-98% ac... Reactants: COc1ccc(C(=O)CBr)cc1, O=C([O-])[O-], N#Cc1ccc(OCCN2CC3CNCC(C2)O3)cc1, [K+], [K+], CN(C)C=O. The product is COc1ccc(C(=O)CN2CC3CN(CCOc4ccc(C#N)cc4)CC(C2)O3)cc1. RXN SMILES: [Br:21][CH2:22][C:23](=[O:24])[c:25]1[cH:26][cH:27][c:28]([O:31][CH3:32])[cH:29][cH:30]1.[C:33](=[O:34])([O-:35])[O-:36].[CH:1]12[CH2:2][N:3]([CH2:10][CH2:11][O:12][c:13]3[cH:14][cH:15][c:16]([C:17]#[N:18])[cH:19][cH:20]3)[CH2:4][CH:5]([CH2:6][NH:7][CH2:8]1)[O:9]2.[K+:37].[K+:38].[O:39]=[CH:40][N:41]([CH3:42])[CH3:43]>>[CH:1]12[CH2:2][N:3]([CH2:10][CH2:11][O:12][c:13]3[cH:14][cH:15][c:16]([C:17]#[N:18])[cH:19][cH:20]3)[CH2:4][CH:5]([CH2:6][N:7]([CH2:22][C:23](=[O:24])[c:25]3[cH:26][cH:27][c:28]([O:31][CH3:32])[cH:29][cH:30]3)[CH2:8]1)[O:9]2. Procedure: The saponification procedure described in Example 1 (Step 10) was followed. Ethyl (2E)-3-[4-[(3-methyl-2-phenyl-1-naphthalenyl)oxy]-2-(trifluoromethyl)phenyl]-2-propenoate (241) (0.070 g, 0.147 mmol) was dissolved in 1:1 THF:EtOH (6 mL). To the above mixture was added 1 N NaOH (1 mL, excess) at room temperature followed by heating at 70° C., with stirring, for 30 min. The reaction mixture was cooled at RT, subjected to standard work up and purification to afford 0.065 g (99%) of the title compou... The reactants are CCO (EtOH), CC=1C(=C(C2=CC=CC=C2C1)OC1=CC(=C(C=C1)/C=C/C(=O)OCC)C(F)(F)F)C1=CC=CC=C1 (Ethyl (2E)-3-[4-[(3-methyl-2-phenyl-1-naphthalenyl)oxy]-2-(trifluoromethyl) phenyl]-2-propenoate), [OH-].[Na+] (NaOH). Reaction conditions: temperature 70 celsius, time 30 minute. Yield: 98.6%. Solvent: C1CCOC1 (THF). As a reaction SMILES: [CH3:1][C:2]1[C:3]([C:30]2[CH:35]=[CH:34][CH:33]=[CH:32][CH:31]=2)=[C:4]([O:12][C:13]2[CH:18]=[CH:17][C:16](/[CH:19]=[CH:20]/[C:21]([O:23]CC)=[O:22])=[C:15]([C:26]([F:29])([F:28])[F:27])[CH:14]=2)[C:5]2[C:10]([CH:11]=1)=[CH:9][CH:8]=[CH:7][CH:6]=2.CCO.[OH-].[Na+]>C1COCC1>[CH3:1][C:2]1[C:3]([C:30]2[CH:35]=[CH:34][CH:33]=[CH:32][CH:31]=2)=[C:4]([O:12][C:13]2[CH:18]=[CH:17][C:16](/[CH:19]=[CH:20]/[C:21]([OH:23])=[O:22])=[C:15]([C:26]([F:29])([F:28])[F:27])[CH:14]=2)[C:5]2[C:10]([CH:11]=1)=[CH:9][CH:8]=[CH:7][CH:6]=2 |f:2.3|. The product is CC=1C(=C(C2=CC=CC=C2C1)OC1=CC(=C(C=C1)/C=C/C(=O)O)C(F)(F)F)C1=CC=CC=C1 ((2E)-3-[4-[(3-methyl-2-phenyl-1-naphthalenyl)oxy]-2-(trifluoromethyl)phenyl]-2-propenoic acid). RXN SMILES: [CH:1](NC(C)C)(C)C.C([Li])CCC.[F:13][C:14]([F:23])([F:22])[CH2:15][CH2:16][C:17]([O:19][CH2:20][CH3:21])=[O:18].C([N-]C(C)C)(C)C.[Li+].IC>O1CCCC1>[F:13][C:14]([F:22])([F:23])[CH2:15][CH:16]([CH3:1])[C:17]([O:19][CH2:20][CH3:21])=[O:18] |f:3.4|. Procedure details: A solution of diisopropylamine (19.5 mL) in tetrahydrofuran (200 mL) at 0° C. was treated with n-butyllithium (71 mL, 1.5M in hexanes). The resulting solution was stirred for 30 minutes at 0° C., then was cooled to -70° C. A solution of ethyl 4,4,4-trifluorobutyrate (14 mL) in tetrahydrofuran (150 mL) was slowly added to the lithium diisopropylamide solution and the resulting mixture was stirred at -70° C. for 30 minutes. A solution of iodomethane (11.5 mL) in tetrahydrofuran was added in one po... The reactants are FC(CCC(=O)OCC)(F)F (ethyl 4,4,4-trifluorobutyrate), C(C)(C)[N-]C(C)C.[Li+] (lithium diisopropylamide), C(C)(C)NC(C)C (diisopropylamine), C(CCC)[Li] (n-butyllithium), IC (iodomethane). Yields the product FC(CC(C(=O)OCC)C)(F)F (ethyl 4,4,4-trifluoro-2-methylbutyrate). The yield is 46.0%. Run at temperature 0 celsius, time 30 minute. The solvent is O1CCCC1 (tetrahydrofuran), O1CCCC1 (tetrahydrofuran), O1CCCC1 (tetrahydrofuran). The reactants are C1(CC1)C1=CC=C(OC2=NC=C(N=C2)C2OCCO2)C=C1 (2-(4-cyclopropylphenoxy)-5-(1,3-dioxolan-2-yl)pyrazine), O.C1(=CC=C(C=C1)S(=O)(=O)O)C (p-toluenesulfonic acid monohydrate), C(C)(=O)OCC (ethyl acetate), C(O)([O-])=O.[Na+] (sodium hydrogencarbonate). Run in CC(=O)C (acetone). Run at temperature 50 celsius, time 2 hour. Product: C1(CC1)C1=CC=C(OC=2N=CC(=NC2)C=O)C=C1 (5-(4-Cyclopropylphenoxyl)pyrazine-2-carbaldehyde). Isolated yield 32.2%. RXN SMILES: [CH:1]1([C:4]2[CH:21]=[CH:20][C:7]([O:8][C:9]3[CH:14]=[N:13][C:12]([CH:15]4OCC[O:16]4)=[CH:11][N:10]=3)=[CH:6][CH:5]=2)[CH2:3][CH2:2]1.O.C1(C)C=CC(S(O)(=O)=O)=CC=1.C(=O)([O-])O.[Na+].C(OCC)(=O)C>CC(C)=O>[CH:1]1([C:4]2[CH:21]=[CH:20][C:7]([O:8][C:9]3[N:10]=[CH:11][C:12]([CH:15]=[O:16])=[N:13][CH:14]=3)=[CH:6][CH:5]=2)[CH2:2][CH2:3]1 |f:1.2,3.4|. Procedure details: To a solution in acetone (107 mL) of the compound (2.46 g) obtained in step (3) above, p-toluenesulfonic acid monohydrate (2.04 g) was added and the mixture was stirred at 50° C. for two hours. After cooling the reaction mixture to room temperature, a saturated aqueous solution of sodium hydrogencarbonate was added to it under cooling with ice and two extractions were conducted with ethyl acetate. The combined organic layers were dried over anhydrous magnesium sulfate; thereafter, the desiccant ...